The task is: describe an organic reaction: reactants, conditions, products, and yield. This data is from the Open Reaction Database (ORD), a public repository of structured organic reaction records. The reactants are FC1=CC=C(C=C1)N1C(C(OC2=C1C=CC(=C2)NS(=O)(=O)C)(C)C)=O (N-[4-(4-fluorophenyl)-2,2-dimethyl-3-oxo-3,4-dihydro-2H -1,4-benzoxazin-7-yl]methanesulfonamide), compound, COC=1C=CC(=CC1)P2(=S)SP(=S)(S2)C=3C=CC(=CC3)OC (Lawesson's reagent). Solvent: C(Cl)(Cl)Cl (chloroform), O1CCOCC1 (dioxane). Run at time 2 hour. The product is FC1=CC=C(C=C1)N1C(C(OC2=C1C=CC(=C2)NS(=O)(=O)C)(C)C)=S (N-[4-(4-fluorophenyl)-2,2-dimethyl-3-thioxo-3,4-dihydro-2H-1,4-benzoxazin-7-yl]methanesulfonamide). Isolated yield 13.2%. As a reaction SMILES: [F:1][C:2]1[CH:7]=[CH:6][C:5]([N:8]2[C:13]3[CH:14]=[CH:15][C:16]([NH:18][S:19]([CH3:22])(=[O:21])=[O:20])=[CH:17][C:12]=3[O:11][C:10]([CH3:24])([CH3:23])[C:9]2=O)=[CH:4][CH:3]=1.COC1C=CC(P2(SP(C3C=CC(OC)=CC=3)(=S)S2)=[S:35])=CC=1>O1CCOCC1.C(Cl)(Cl)Cl>[F:1][C:2]1[CH:7]=[CH:6][C:5]([N:8]2[C:13]3[CH:14]=[CH:15][C:16]([NH:18][S:19]([CH3:22])(=[O:21])=[O:20])=[CH:17][C:12]=3[O:11][C:10]([CH3:24])([CH3:23])[C:9]2=[S:35])=[CH:4][CH:3]=1. Procedure details: To a suspension of N-[4-(4-fluorophenyl)-2,2-dimethyl-3-oxo-3,4-dihydro-2H -1,4-benzoxazin-7-yl]methanesulfonamide (compound of Example 9, 182 mg) in dioxane (10 mL) was added Lawesson's reagent (202 mg), and the mixture was stirred at room temperature for 2 hours and then stirred at 40° C. for 24 hours. The reaction mixture was diluted with chloroform and the mixture was filtered through a NH-silica gel pad and washed with ethyl acetate. The filtrate and the washings were combined and concentra... Reactants: COC(=O)c1ccc(-c2ccn(C(c3ccccc3)(c3ccccc3)c3ccccc3)n2)s1, O=C([O-])O, CN(C)C=O, O=C1CCC(=O)N1I, [Na+], [Na+], [Na+], O=S([O-])([O-])=S. The product is COC(=O)c1ccc(-c2nn(C(c3ccccc3)(c3ccccc3)c3ccccc3)cc2I)s1. RXN SMILES: [C:1]([c:2]1[cH:3][cH:4][cH:5][cH:6][cH:7]1)([c:8]1[cH:9][cH:10][cH:11][cH:12][cH:13]1)([c:14]1[cH:15][cH:16][cH:17][cH:18][cH:19]1)[n:20]1[n:21][c:22](-[c:25]2[cH:26][cH:27][c:28]([C:30](=[O:31])[O:32][CH3:33])[s:29]2)[cH:23][cH:24]1.[C:49](=[O:50])([OH:51])[O-:52].[CH3:54][N:55]([CH3:56])[CH:57]=[O:58].[I:34][N:35]1[C:36](=[O:37])[CH2:38][CH2:39][C:40]1=[O:41].[Na+:47].[Na+:48].[Na+:53].[S:42]([O-:43])([O-:44])(=[O:45])=[S:46]>>[C:1]([c:2]1[cH:3][cH:4][cH:5][cH:6][cH:7]1)([c:8]1[cH:9][cH:10][cH:11][cH:12][cH:13]1)([c:14]1[cH:15][cH:16][cH:17][cH:18][cH:19]1)[n:20]1[n:21][c:22](-[c:25]2[cH:26][cH:27][c:28]([C:30](=[O:31])[O:32][CH3:33])[s:29]2)[c:23]([I:34])[cH:24]1. The reactants are CC=1OC2=C(C=CC=C2C(C1)=O)C=O (2-methyl-4-oxo-4H-chromene-8-carbaldehyde), C(#N)C=C(C)[O-].[Na+] (sodium 1-cyanoprop-1-en-2-olate), N\C(=C/C(=O)OC(C)(C)C)\C (tert-butyl 3-amino-crotonate), C(C)(=O)O (acetic acid). The solvent is CC(C)O (2-propanol). The product is C(#N)C=1C(C(=C(NC1C)C)C(=O)OC(C)(C)C)C=1C=CC=C2C(C=C(OC12)C)=O (tert-Butyl 5-cyano-2,6-dimethyl-4-(2-methyl-4-oxo-4H-chromen-8-yl)-1,4-dihydropyridine-3-carboxylate). As a reaction SMILES: [CH3:1][C:2]1[O:3][C:4]2[C:9]([C:10](=[O:12])[CH:11]=1)=[CH:8][CH:7]=[CH:6][C:5]=2[CH:13]=O.[C:15]([CH:17]=[C:18]([O-])[CH3:19])#[N:16].[Na+].[NH2:22]/[C:23](/[CH3:32])=[CH:24]\[C:25]([O:27][C:28]([CH3:31])([CH3:30])[CH3:29])=[O:26].C(O)(=O)C>CC(O)C>[C:15]([C:17]1[CH:13]([C:5]2[CH:6]=[CH:7][CH:8]=[C:9]3[C:4]=2[O:3][C:2]([CH3:1])=[CH:11][C:10]3=[O:12])[C:24]([C:25]([O:27][C:28]([CH3:31])([CH3:30])[CH3:29])=[O:26])=[C:23]([CH3:32])[NH:22][C:18]=1[CH3:19])#[N:16] |f:1.2|. Procedure: 100 mg (0.53 mmol) of 2-methyl-4-oxo-4H-chromene-8-carbaldehyde are dissolved with 55.8 mg (0.53 mmol) of sodium 1-cyanoprop-1-en-2-olate, 83.5 mg (0.53 mmol) of tert-butyl 3-amino-crotonate and 31.9 mg (0.53 mmol) of acetic acid in 5 ml of 2-propanol and heated under reflux under argon for 4 h. The solvent is removed in vacuo, and the residue is purified by preparative HPLC. 89 mg (42% of theory) of the title compound are obtained as a yellow solid.